Dataset: the Open Reaction Database (ORD), a public repository of structured organic reaction records. Task: describe an organic reaction: reactants, conditions, products, and yield The reactants are O (water), C(C)(C)N(CC)C(C)C (diisopropylethylamine), COCCl (chloromethyl methyl ether), C1=CC(=CC=C1O)C (4-Cresol). Run in C(Cl)Cl (methylene chloride). Product: COCOC1=CC=C(C=C1)C (4-tolyl methoxymethyl ether). Procedure: 4-Cresol (59 g) was dissolved in 500 ml of methylene chloride, followed by addition of 238 ml of diisopropylethylamine and 66 g of chloromethyl methyl ether, and stirred at room temperature for two nights. The reaction solution was poured into water, which was then extracted with methylene chloride. After washing in 2N hydrogen chloride and then washing in saturated aqueous sodium chloride, the extract was dried over anhydrous sodium sulfate to yield residue. The residue was subjected to chromat... Reaction SMILES: [CH:1]1[C:6]([OH:7])=[CH:5][CH:4]=[C:3]([CH3:8])[CH:2]=1.C(N(C(C)C)CC)(C)C.[CH3:18][O:19][CH2:20]Cl.O>C(Cl)Cl>[CH3:18][O:19][CH2:20][O:7][C:6]1[CH:5]=[CH:4][C:3]([CH3:8])=[CH:2][CH:1]=1. The solvent is mixture, C(C)O (ethanol), COCC(C)O (1-methoxy-2-propanol). Reaction SMILES: [N:1]1[CH:6]=[CH:5][CH:4]=[CH:3][C:2]=1[NH:7][S:8]([C:11]1[CH:16]=[CH:15][C:14]([NH:17]C(=O)C)=[CH:13][CH:12]=1)(=[O:10])=[O:9].[OH-].[Na+]>C(O)C.COCC(O)C>[NH2:17][C:14]1[CH:15]=[CH:16][C:11]([S:8]([NH:7][C:2]2[CH:3]=[CH:4][CH:5]=[CH:6][N:1]=2)(=[O:10])=[O:9])=[CH:12][CH:13]=1 |f:1.2|. The product is NC1=CC=C(C=C1)S(=O)(=O)NC1=NC=CC=C1 (4-amino-N-2-pyridinyl-benzenesulfonamide). Procedure details: The isolated N-[4-[(2-pyridinylamino)sulfonyl]phenyl]-acetamide was dissolved in 2.5 l of a mixture of ethanol and 1-methoxy-2-propanol (1/1). 105 g (2.66 mol) NaOH was added and the mixture was refluxed for an hour. The reaction mixture was allowed to cool down to room temperature and the solvent was removed under reduced pressure. The residue was dissolved in 1300 ml water and the mixture was acidified to pH 1 using HCl (conc.). The precipitated impurities were removed by filtration and the aq... Yield: 70.7%. The reactants are N1=C(C=CC=C1)NS(=O)(=O)C1=CC=C(C=C1)NC(C)=O (N-[4-[(2-pyridinylamino)sulfonyl]phenyl]-acetamide), [OH-].[Na+] (NaOH).